Task: describe an organic reaction: reactants, conditions, products, and yield. Dataset: the Open Reaction Database (ORD), a public repository of structured organic reaction records Starting materials: polyphosphoric acid, C(C)(=O)N1CC(C2=CC(=C(C=C12)N)N)(C)C (1-acetyl-5,6-diamino-3,3-dimethylindoline), FC(C(=O)O)(F)F (trifluoroacetic acid), O=P12OP3(=O)OP(=O)(O1)OP(=O)(O2)O3 (phosphorus pentoxide). Conditions: temperature 90 celsius, time 8 hour. Product: C(C)(=O)N1CC(C=2C1=CC1=C(N=C(N1)C(F)(F)F)C2)(C)C (5-Acetyl-7,7-dimethyl-6,7-dihydro-2-trifluoromethyl-3H,5H-pyrrolo[2,3-f]benzimidazole). Isolated yield 31.0%. Reaction SMILES: [F:1][C:2]([F:7])([F:6])[C:3](O)=O.O=P12OP3(OP(OP(O3)(O1)=O)(=O)O2)=O.[C:22]([N:25]1[C:33]2[C:28](=[CH:29][C:30]([NH2:35])=[C:31]([NH2:34])[CH:32]=2)[C:27]([CH3:37])([CH3:36])[CH2:26]1)(=[O:24])[CH3:23]>>[C:22]([N:25]1[C:33]2=[CH:32][C:31]3[NH:34][C:3]([C:2]([F:7])([F:6])[F:1])=[N:35][C:30]=3[CH:29]=[C:28]2[C:27]([CH3:37])([CH3:36])[CH2:26]1)(=[O:24])[CH3:23]. Reported procedure: A mixture of 60 g. polyphosphoric acid, 1.6 ml. trifluoroacetic acid, 18 g. phosphorus pentoxide and 4.0 g. (18 mmole) 1-acetyl-5,6-diamino-3,3-dimethylindoline (Example 2b) is stirred for 7 hours at 150°-160° C. The reaction mixture is allowed to cool to 90° C., poured on to ice, left to stand overnight and filtered to give 1.7 g. (31%) of the title compound; m.p. 290°-291° C.